From a dataset of the Open Reaction Database (ORD), a public repository of structured organic reaction records. describe an organic reaction: reactants, conditions, products, and yield Starting materials: C(C)OC(=O)C1=NC(=CC(=N1)OC)OC (2-ethoxycarbonyl-4,6-dimethoxypyrimidine), [OH-].[Na+] (sodium hydroxide). The solvent is C(C)O (ethanol), O (water). Run at time 4 hour. Product: COC1=NC(=NC(=C1)OC)C(=O)O (4,6-Dimethoxypyrimidine-2-carboxylic acid). RXN SMILES: C([O:3][C:4]([C:6]1[N:11]=[C:10]([O:12][CH3:13])[CH:9]=[C:8]([O:14][CH3:15])[N:7]=1)=[O:5])C.[OH-].[Na+]>C(O)C.O>[CH3:13][O:12][C:10]1[CH:9]=[C:8]([O:14][CH3:15])[N:7]=[C:6]([C:4]([OH:5])=[O:3])[N:11]=1 |f:1.2|. Procedure: 17.1 g of 2-ethoxycarbonyl-4,6-dimethoxypyrimidine are dissolved in 300 ml of ethanol, and 3.4 g of sodium hydroxide in 50 ml of water are added. This solution is stirred for 4 hours at room temperature and refluxed for 1 hour. The mixture is cooled, and most of the ethanol is removed on a rotary evaporator. The residue is taken up in water and extracted using dichloromethane. The aqueous-alkaline phase is acidified to a pH of 2-3 using 6 N hydrochloric acid, and any precipitated product is filt... Starting materials: CC1=C(C=NC=C1)N1C(NCC1)=O (1-(4-methyl-pyridin-3-yl)-imidazolidin-2-one), BrC=1C=C2C=CC(=NC2=CC1)C (6-bromo-2-methyl-quinoline), N[C@H]1[C@@H](CCCC1)N (trans-1,2-diamino cyclohexane), P(=O)([O-])([O-])[O-].[K+].[K+].[K+] (potassium phosphate). Reagents/catalysts: [Cu](I)I (copper iodide). The solvent is O1CCOCC1 (1,4-dioxane). The product is CC1=C(C=NC=C1)N1C(N(CC1)C=1C=C2C=CC(=NC2=CC1)C)=O (1-(4-Methyl-pyridin-3-yl)-3-(2-methyl-quinolin-6-yl)-imidazolidin-2-one). The yield is 42.6%. RXN SMILES: [CH3:1][C:2]1[CH:7]=[CH:6][N:5]=[CH:4][C:3]=1[N:8]1[CH2:12][CH2:11][NH:10][C:9]1=[O:13].Br[C:15]1[CH:16]=[C:17]2[C:22](=[CH:23][CH:24]=1)[N:21]=[C:20]([CH3:25])[CH:19]=[CH:18]2.N[C@@H]1CCCC[C@H]1N.P([O-])([O-])([O-])=O.[K+].[K+].[K+]>[Cu](I)I.O1CCOCC1>[CH3:1][C:2]1[CH:7]=[CH:6][N:5]=[CH:4][C:3]=1[N:8]1[CH2:12][CH2:11][N:10]([C:15]2[CH:16]=[C:17]3[C:22](=[CH:23][CH:24]=2)[N:21]=[C:20]([CH3:25])[CH:19]=[CH:18]3)[C:9]1=[O:13] |f:3.4.5.6|. Reported procedure: Using the same reaction conditions as in Example 14, 1-(4-methyl-pyridin-3-yl)-imidazolidin-2-one (I-14b: 0.150 g, 0.847 mmol) was reacted with 6-bromo-2-methyl-quinoline (0.225 g, 1.016 mmol), 1,4-dioxane (20 mL), copper iodide (0.016 g, 0.084 mmol), trans-1,2-diamino cyclohexane (0.029 g, 0.254 mmol) and potassium phosphate (0.449 g, 2.1 mmol) to afford the crude product. Purification by column chromatography on silica gel (5% MeOH in CHCl3) afforded 115 mg of the product (43% yield). The reactants are O=N[O-], [Na+], O=C(O)C1CCCCC1CO, O=S(=O)(O)O. Reaction SMILES: [N:12]([O-:13])=[O:14].[Na+:15].[OH:1][CH2:2][CH:3]1[CH:4]([C:9]([OH:10])=[O:11])[CH2:5][CH2:6][CH2:7][CH2:8]1.[S:16](=[O:17])(=[O:18])([OH:19])[OH:20]>>[OH:1][CH2:2][CH:3]1[CH:4]([NH2:12])[CH2:5][CH2:6][CH2:7][CH2:8]1. Product: NC1CCCCC1CO. Starting materials: BrC=1C=CC(=C(C1)C1=C(CCC1)C=1C=C(C(=O)O)C=CC1)O (3-{2-[5-Bromo-2-(hydroxy)-phenyl]-cyclopent-1-enyl}-benzoic acid), C(C1=CC=CC=C1)Br (benzyl bromide), [OH-].[K+] (potassium hydroxide). The solvent is CS(=O)C (dimethyl sulphoxide). Run at time 1.5 hour. Product: BrC=1C=CC(=C(C1)C1=C(CCC1)C=1C=C(C(=O)O)C=CC1)OCC1=CC=CC=C1 (3-{2-[5-bromo-2-(benzyloxy)-phenyl]-cyclopent-1-enyl}-benzoic acid). RXN SMILES: [Br:1][C:2]1[CH:3]=[CH:4][C:5]([OH:22])=[C:6]([C:8]2[CH2:12][CH2:11][CH2:10][C:9]=2[C:13]2[CH:14]=[C:15]([CH:19]=[CH:20][CH:21]=2)[C:16]([OH:18])=[O:17])[CH:7]=1.[CH2:23](Br)[C:24]1[CH:29]=[CH:28][CH:27]=[CH:26][CH:25]=1.[OH-].[K+]>CS(C)=O>[Br:1][C:2]1[CH:3]=[CH:4][C:5]([O:22][CH2:23][C:24]2[CH:29]=[CH:28][CH:27]=[CH:26][CH:25]=2)=[C:6]([C:8]2[CH2:12][CH2:11][CH2:10][C:9]=2[C:13]2[CH:14]=[C:15]([CH:19]=[CH:20][CH:21]=2)[C:16]([OH:18])=[O:17])[CH:7]=1 |f:2.3|. Reported procedure: 3-{2-[5-Bromo-2-(hydroxy)-phenyl]-cyclopent-1-enyl}-benzoic acid (0.04 g, 0.12 mmol), benzyl bromide (0.038 g, 0.22 moles), potassium hydroxide (˜0.15 g), in dimethyl sulphoxide (1.5 mL) were stirred at room temperature over 8 hrs under nitrogen. The reaction mixture was then quenched with ice/water (10/10 mL), stirred at room temperature for ˜1.5 hrs, acidified with 2N hydrochloric acid to pH˜3 and extracted with dichloromethane. The organic extract was then dried (magnesium sulphate) and conce... Reactants: BrC1=CC=C(S1)S(=O)(=O)N1C=CC=C1 (N-(5-bromothiophene-2-sulfonyl)pyrrole), CC(C#C)(C)C (3,3-dimethyl-1-butyne), tetrakistriphenylphosphine palladium, N1CCCCC1 (piperidine). Reagents/catalysts: [Cu](I)I (copper iodide). Run in O (water). Reaction conditions: time 24 hour. Yields the product CC(C#CC1=CC=C(S1)S(=O)(=O)N1C=CC=C1)(C)C (N-[5-(3,3-dimethylbutyn-1-yl)thiophene-2-sulfonyl]pyrrole). Yield: 70.3%. Reaction SMILES: Br[C:2]1[S:6][C:5]([S:7]([N:10]2[CH:14]=[CH:13][CH:12]=[CH:11]2)(=[O:9])=[O:8])=[CH:4][CH:3]=1.[CH3:15][C:16]([CH3:20])([CH3:19])[C:17]#[CH:18].N1CCCCC1>O.[Cu](I)I>[CH3:15][C:16]([CH3:20])([CH3:19])[C:17]#[C:18][C:2]1[S:6][C:5]([S:7]([N:10]2[CH:14]=[CH:13][CH:12]=[CH:11]2)(=[O:9])=[O:8])=[CH:4][CH:3]=1. Reported procedure: A mixture of N-(5-bromothiophene-2-sulfonyl)pyrrole (600 mg, 2.05 mmol), 3,3-dimethyl-1-butyne (338 mg, 4.1 mmol), copper iodide (39 mg, 0.21 mmol), tetrakistriphenylphosphine palladium [Pd(PPh3)4 ] (118 mg, 0.1 mmol) and piperidine (5 ml) was stirred at room temperature for a period of 24 hours under a nitrogen atmosphere. The mixture was then diluted with water (10 ml) and extracted with 3×25 ml portions of ether. The combined ether extracts are washed with brine and dried over MgSO4. The solv... Reactants: C(#N)C1=CC=C(C=C1)C(CCCC=1N=CNC1)=O (1-(p-cyanophenyl)-4-(4-imidazolyl)-1-butanone), C(#N)[BH3-].[Na+] (sodium cyanoborohydride), Cl (hydrochloric acid). The solvent is CO (methanol). Reaction conditions: time 2 hour. Yields the product C(#N)C1=CC=C(C=C1)C1CCCC=2N1C=NC2 (5-(p-cyanophenyl)-5,6,7,8-tetrahydroimidazo[1,5-a]pyridine). Reaction SMILES: [C:1]([C:3]1[CH:8]=[CH:7][C:6]([C:9](=O)[CH2:10][CH2:11][CH2:12][C:13]2[N:14]=[CH:15][NH:16][CH:17]=2)=[CH:5][CH:4]=1)#[N:2].C([BH3-])#N.[Na+].Cl>CO>[C:1]([C:3]1[CH:8]=[CH:7][C:6]([CH:9]2[N:14]3[CH:15]=[N:16][CH:17]=[C:13]3[CH2:12][CH2:11][CH2:10]2)=[CH:5][CH:4]=1)#[N:2] |f:1.2|. Procedure details: A solution of 0.24 g of 1-(p-cyanophenyl)-4-(4-imidazolyl)-1-butanone in 20 ml of methanol at room temperature is treated with 0.2 g of sodium cyanoborohydride. The pH is adjusted and maintained at 5.5-6.0 by addition of concentrated hydrochloric acid. The reaction mixture is stirred for 2 h, adjusted to pH 2, and evaporated to dryness. The residue is taken up in methylene chloride and washed with saturated sodium bicarbonate. The organic layer is dried over sodium sulfate and evaporated to yiel... The reactants are CC(=O)OC(C)(C)CNC(=O)C(Cc1ccccc1)N(C)C(=O)C(Cc1ccc2ccccc2c1)N(C)C(=O)C=CCC(C)(C)NC(=O)OC(C)(C)C, ClCCl, O=C(O)C(F)(F)F. Yields the product CC(=O)OC(C)(C)CNC(=O)C(Cc1ccccc1)N(C)C(=O)C(Cc1ccc2ccccc2c1)N(C)C(=O)C=CCC(C)(C)N. Reaction SMILES: [C:1]([CH3:2])(=[O:3])[O:4][C:5]([CH2:6][NH:7][C:8]([CH:9]([CH2:10][c:11]1[cH:12][cH:13][cH:14][cH:15][cH:16]1)[N:17]([CH3:18])[C:19]([CH:20]([CH2:21][c:22]1[cH:23][c:24]2[cH:25][cH:26][cH:27][cH:28][c:29]2[cH:30][cH:31]1)[N:32]([CH3:33])[C:34]([CH:35]=[CH:36][CH2:37][C:38]([CH3:39])([CH3:40])[NH:41][C:42]([O:43][C:44]([CH3:45])([CH3:46])[CH3:47])=[O:48])=[O:49])=[O:50])=[O:51])([CH3:52])[CH3:53].[Cl:61][CH2:62][Cl:63].[OH:54][C:55]([C:56]([F:57])([F:58])[F:59])=[O:60]>>[C:1]([CH3:2])(=[O:3])[O:4][C:5]([CH2:6][NH:7][C:8]([CH:9]([CH2:10][c:11]1[cH:12][cH:13][cH:14][cH:15][cH:16]1)[N:17]([CH3:18])[C:19]([CH:20]([CH2:21][c:22]1[cH:23][c:24]2[cH:25][cH:26][cH:27][cH:28][c:29]2[cH:30][cH:31]1)[N:32]([CH3:33])[C:34]([CH:35]=[CH:36][CH2:37][C:38]([CH3:39])([CH3:40])[NH2:41])=[O:49])=[O:50])=[O:51])([CH3:52])[CH3:53].